Dataset: the Open Reaction Database (ORD), a public repository of structured organic reaction records. Task: describe an organic reaction: reactants, conditions, products, and yield Starting materials: C(C1=CC=CC=C1)Br (benzyl bromide), COC(C1=CC(=C(C=C1)C#N)O)=O (4-cyano-3-hydroxybenzoic acid methyl ester), C(=O)([O-])[O-].[Cs+].[Cs+] (Cs2CO3). Run in CN(C)C=O (DMF). Reaction conditions: time 6 hour. Product: COC(C1=CC(=C(C=C1)C#N)OCC1=CC=CC=C1)=O (3-Benzyloxy-4-cyano-benzoic acid methyl ester). Reaction SMILES: [CH3:1][O:2][C:3](=[O:13])[C:4]1[CH:9]=[CH:8][C:7]([C:10]#[N:11])=[C:6]([OH:12])[CH:5]=1.[CH2:14](Br)[C:15]1[CH:20]=[CH:19][CH:18]=[CH:17][CH:16]=1.C([O-])([O-])=O.[Cs+].[Cs+]>CN(C=O)C>[CH3:1][O:2][C:3](=[O:13])[C:4]1[CH:9]=[CH:8][C:7]([C:10]#[N:11])=[C:6]([O:12][CH2:14][C:15]2[CH:20]=[CH:19][CH:18]=[CH:17][CH:16]=2)[CH:5]=1 |f:2.3.4|. Procedure details: 4-cyano-3-hydroxybenzoic acid methyl ester, Example 34, Step 3 (300 mg, 1.7 mmol) was dissolved in DMF (8.5 ml) and treated with benzyl bromide (200 μl, 1.7 mmol). Cs2CO3 (610 mg, 1.87 mmol) was then added and the reaction mixture stirred at room temp. for 6 hours. The mixture was filtered and washed with DMF (3×10 mL). The solvent was removed in vacuo and the residue was purified by flash chromatography (15% EtOAc/Hexane) to yield the desired product. Starting materials: C(=O)NC(C1=CC=C(C=C1)C#CC1=CC=CC=C1)(C)C (N-formyl-α,α-dimethyl-4-(phenylethynyl)-benzylamine), O (water), Cl (hydrogen chloride), COCCO[AlH2-]OCCOC.[Na+] (Red-Al), C(=O)NC(C1=CC=C(C=C1)C#CC1=CC=CC=C1)(C)C (N-formyl-α,α-dimethyl-4-(phenylethynyl)-benzylamine). The solvent is C1=CC=CC=C1 (benzene), C1=CC=CC=C1 (benzene), C1=CC=CC=C1 (benzene), CCOCC (ether). Product: Cl.CNC(C1=CC=C(C=C1)C#CC1=CC=CC=C1)(C)C (N,α,α-trimethyl-4-(phenylethynyl)-benzylamine hydrochloride). As a reaction SMILES: [CH:1]([NH:3][C:4]([CH3:20])([CH3:19])[C:5]1[CH:10]=[CH:9][C:8]([C:11]#[C:12][C:13]2[CH:18]=[CH:17][CH:16]=[CH:15][CH:14]=2)=[CH:7][CH:6]=1)=O.COCCO[AlH2-]OCCOC.[Na+].O.[ClH:34]>C1C=CC=CC=1.CCOCC>[ClH:34].[CH3:1][NH:3][C:4]([CH3:20])([CH3:19])[C:5]1[CH:10]=[CH:9][C:8]([C:11]#[C:12][C:13]2[CH:18]=[CH:17][CH:16]=[CH:15][CH:14]=2)=[CH:7][CH:6]=1 |f:1.2,7.8|. Reported procedure: A solution of 2.92 grams of N-formyl-α,α-dimethyl-4-(phenylethynyl)-benzylamine in 30 ml. of benzene is placed in a dry flask. The solution is stirred. A solution of 6.6 grams of a 70% "Red-Al" solution in benzene is diluted with 30 ml. of benzene; this solution is added dropwise over approximately 30 minutes to the solution of N-formyl-α,α-dimethyl-4-(phenylethynyl)-benzylamine. The reaction is hydrolyzed with water and is extracted thoroughly with a 1:1 benzene-ether solvent mixture. The combi... Reactants: CCC(=O)O, Cl, Nc1ccc2[nH]c(=O)c3[nH]ccc3c2c1, O=S(=O)(Cl)c1cccs1. The product is CCC(=O)O, O=c1[nH]c2ccc(NS(=O)(=O)c3cccs3)cc2c2cc[nH]c12. Reaction SMILES: [CH2:2]([CH3:3])[C:4](=[O:5])[OH:6].[ClH:1].[NH2:7][c:8]1[cH:9][c:10]2[c:11]3[c:12]([c:13](=[O:18])[nH:14][c:15]2[cH:16][cH:17]1)[nH:19][cH:20][cH:21]3.[s:22]1[c:23]([S:27](=[O:28])(=[O:29])[Cl:30])[cH:24][cH:25][cH:26]1>>[CH2:2]([CH3:3])[C:4](=[O:5])[OH:6].[NH:7]([c:8]1[cH:9][c:10]2[c:11]3[c:12]([c:13](=[O:18])[nH:14][c:15]2[cH:16][cH:17]1)[nH:19][cH:20][cH:21]3)[S:27]([c:23]1[s:22][cH:26][cH:25][cH:24]1)(=[O:28])=[O:29]. Starting materials: BrC=1C(=NC=C(C(=O)NC2=CC=C(C=C2)C(C(F)(F)F)(F)F)C1)N1C[C@@H](CC1)O ((R)-5-bromo-6-(3-hydroxypyrrolidin-1-yl)-N-(4-(perfluoroethyl)phenyl)nicotinamide), N1=CN=CC(=C1)B(O)O (pyrimidin-5-ylboronic acid). Product: O[C@H]1CN(CC1)C1=NC=C(C(=O)NC2=CC=C(C=C2)C(C(F)(F)F)(F)F)C=C1C=1C=NC=NC1 ((R)-6-(3-Hydroxypyrrolidin-1-yl)-N-(4-(perfluoroethyl)phenyl)-5-(pyrimidin-5-yl)nicotinamide). As a reaction SMILES: Br[C:2]1[C:3]([N:24]2[CH2:28][CH2:27][C@@H:26]([OH:29])[CH2:25]2)=[N:4][CH:5]=[C:6]([CH:23]=1)[C:7]([NH:9][C:10]1[CH:15]=[CH:14][C:13]([C:16]([F:22])([F:21])[C:17]([F:20])([F:19])[F:18])=[CH:12][CH:11]=1)=[O:8].[N:30]1[CH:35]=[C:34](B(O)O)[CH:33]=[N:32][CH:31]=1>>[OH:29][C@@H:26]1[CH2:27][CH2:28][N:24]([C:3]2[C:2]([C:34]3[CH:35]=[N:30][CH:31]=[N:32][CH:33]=3)=[CH:23][C:6]([C:7]([NH:9][C:10]3[CH:11]=[CH:12][C:13]([C:16]([F:21])([F:22])[C:17]([F:18])([F:19])[F:20])=[CH:14][CH:15]=3)=[O:8])=[CH:5][N:4]=2)[CH2:25]1. Reported procedure: The title compound was prepared in an analogous fashion to that described in Example 185 using (R)-5-bromo-6-(3-hydroxypyrrolidin-1-yl)-N-(4-(perfluoroethyl)phenyl)nicotinamide (Stage 208.1) and pyrimidin-5-ylboronic acid to afford a foam. HPLC (Condition 4) tR=5.11 min, UPLC-MS (Condition 3) tR=1.00 min, m/z=480.2 [M+H]+; 1H-NMR (400 MHz, DMSO-d6) δ ppm 1.68-1.79 (m, 1H) 1.85 (m, J=9.00 Hz, 1H) 2.88 (d, J=11.73 Hz, 1H) 3.14-3.27 (m, 2H) 3.38 (m, J=7.00 Hz, 1H) 4.20 (m, J=2.30 Hz, 1H) 4.87 (d, J... Starting materials: C(C)(C)(C)OC (methyl tert-butyl ether), I(=O)(=O)(=O)[O-].[Na+] (sodium periodate), C(C=C)[C@H]1C[C@H](CCC1)OCC=1N=C(OC1C)C1=CC(=CC=C1)OC (4-(cis-3-allylcyclohexyloxymethyl)-2-(3-methoxyphenyl)-5-methyloxazole). The reagents and catalysts are [Os](=O)(=O)(=O)=O (osmium tetroxide). The solvent is O (water), C(C)OCC (diethyl ether). Reaction conditions: time 8 hour. Product: COC=1C=C(C=CC1)C=1OC(=C(N1)CO[C@H]1C[C@H](CCC1)CC=O)C ({cis-3-[2-(3-Methoxyphenyl)-5-methyloxazol-4-ylmethoxy]cyclohexyl}-acetaldehyde). Reaction SMILES: [CH2:1]([C@@H:4]1[CH2:9][CH2:8][CH2:7][C@H:6]([O:10][CH2:11][C:12]2[N:13]=[C:14]([C:18]3[CH:23]=[CH:22][CH:21]=[C:20]([O:24][CH3:25])[CH:19]=3)[O:15][C:16]=2[CH3:17])[CH2:5]1)[CH:2]=C.I([O-])(=O)(=O)=[O:27].[Na+].C(OC)(C)(C)C>C(OCC)C.O.[Os](=O)(=O)(=O)=O>[CH3:25][O:24][C:20]1[CH:19]=[C:18]([C:14]2[O:15][C:16]([CH3:17])=[C:12]([CH2:11][O:10][C@@H:6]3[CH2:7][CH2:8][CH2:9][C@H:4]([CH2:1][CH:2]=[O:27])[CH2:5]3)[N:13]=2)[CH:23]=[CH:22][CH:21]=1 |f:1.2|. Procedure: 750 mg of 4-(cis-3-allylcyclohexyloxymethyl)-2-(3-methoxyphenyl)-5-methyloxazole are dissolved in 20 ml of diethyl ether, and 1.4 g of sodium periodate, dissolved in 20 ml of water, are added. At 0° C., 1 ml of an osmium tetroxide solution (2.5% by weight in tert-butanol) is added, and the mixture is stirred vigorously at room temperature. After 8 hours, 100 ml of methyl tert-butyl ether are added and the mixture is washed with a saturated sodium thiosulfate solution. The organic phase is dried ... Starting materials: BrC=1C=C(C(=O)NC=2SC3=C(N2)C(=CC=C3N3CCOCC3)OC)C=CN1 (2-bromo-N-(4-methoxy-7-morpholin-4-yl-benzothiazol-2-yl)-isonicotinamide), C([O-])([O-])=O.[Cs+].[Cs+] (cesium carbonate), C1(CCCCC1)N (cyclohexylamine). Run in CN1CCCC1=O (NMP). Product: C1(CCCCC1)NC=1C=C(C(=O)NC=2SC3=C(N2)C(=CC=C3N3CCOCC3)OC)C=CN1 (2-Cyclohexylamino-N-(4-methoxy-7-morpholin-4-yl-benzothiazol-2-yl)-isonicotinamide). RXN SMILES: Br[C:2]1[CH:3]=[C:4]([CH:25]=[CH:26][N:27]=1)[C:5]([NH:7][C:8]1[S:9][C:10]2[C:16]([N:17]3[CH2:22][CH2:21][O:20][CH2:19][CH2:18]3)=[CH:15][CH:14]=[C:13]([O:23][CH3:24])[C:11]=2[N:12]=1)=[O:6].C(=O)([O-])[O-].[Cs+].[Cs+].[CH:34]1([NH2:40])[CH2:39][CH2:38][CH2:37][CH2:36][CH2:35]1>CN1C(=O)CCC1>[CH:34]1([NH:40][C:2]2[CH:3]=[C:4]([CH:25]=[CH:26][N:27]=2)[C:5]([NH:7][C:8]2[S:9][C:10]3[C:16]([N:17]4[CH2:22][CH2:21][O:20][CH2:19][CH2:18]4)=[CH:15][CH:14]=[C:13]([O:23][CH3:24])[C:11]=3[N:12]=2)=[O:6])[CH2:39][CH2:38][CH2:37][CH2:36][CH2:35]1 |f:1.2.3|. Procedure: From 2-bromo-N-(4-methoxy-7-morpholin-4-yl-benzothiazol-2-yl)-isonicotinamide with cesium carbonate and cyclohexylamine in NMP. ES-MS m/e (%): 468 (M+H+, 100).